This data is from the Open Reaction Database (ORD), a public repository of structured organic reaction records. The task is: describe an organic reaction: reactants, conditions, products, and yield The reactants are FC1=NC(=CC=C1)F (2,6-difluoropyridine), [Cl-].[NH4+] (ammonium chloride), CON(C(C1=CC=CC=C1)=O)C (N-methoxy-N-methylbenzamide). The solvent is O1CCCC1 (tetrahydrofuran), C(C)(C)[N-]C(C)C.[Li+] (lithium diisopropylamide). Run at time 30 minute. Yields the product FC1=NC(=CC=C1C(=O)C1=CC=CC=C1)F ((2,6-Difluoropyridin-3-yl)(phenyl)methanone). As a reaction SMILES: [F:1][C:2]1[CH:7]=[CH:6][CH:5]=[C:4]([F:8])[N:3]=1.CON(C)[C:12](=[O:19])[C:13]1[CH:18]=[CH:17][CH:16]=[CH:15][CH:14]=1.[Cl-].[NH4+]>O1CCCC1.C([N-]C(C)C)(C)C.[Li+]>[F:1][C:2]1[C:7]([C:12]([C:13]2[CH:18]=[CH:17][CH:16]=[CH:15][CH:14]=2)=[O:19])=[CH:6][CH:5]=[C:4]([F:8])[N:3]=1 |f:2.3,5.6|. Procedure details: To a solution of 2,6-difluoropyridine (1.0 g, manufactured by Tokyo Chemical Industry Co., Ltd.) in tetrahydrofuran (40 mL, manufactured by Kanto Chemical Co., Inc.), lithium diisopropylamide (23% solution in tetrahydrofuran/ethylbenzene/heptane, 5.79 mL, manufactured by Sigma-Aldrich Corp.) was added dropwise at −78° C., and the mixture was stirred for 30 minutes. Subsequently, N-methoxy-N-methylbenzamide (1.46 mL, manufactured by Sigma-Aldrich Corp.) was further added at the same temperature, ... Reactants: C(C)(=O)SCC(C(=O)O)C1CCC2=CC=CC=C12 (3-acetylthio-2-(1-indanyl)propanoic acid), C(C1=CC=CC=C1)OC([C@@H](N)C)=O (alanine benzyl ester). The product is C(C1=CC=CC=C1)OC([C@@H](NC(C(CSC(C)=O)C1CCC2=CC=CC=C12)=O)C)=O (N-[3-acetylthio-2-(1-indanyl)-1-oxopropyl)alanine benzyl ester). The yield is 72.0%. Reaction SMILES: [C:1]([S:4][CH2:5][CH:6]([CH:10]1[C:18]2[C:13](=[CH:14][CH:15]=[CH:16][CH:17]=2)[CH2:12][CH2:11]1)[C:7]([OH:9])=O)(=[O:3])[CH3:2].[CH2:19]([O:26][C:27](=[O:31])[C@H:28]([CH3:30])[NH2:29])[C:20]1[CH:25]=[CH:24][CH:23]=[CH:22][CH:21]=1>>[CH2:19]([O:26][C:27](=[O:31])[C@H:28]([CH3:30])[NH:29][C:7](=[O:9])[CH:6]([CH:10]1[C:18]2[C:13](=[CH:14][CH:15]=[CH:16][CH:17]=2)[CH2:12][CH2:11]1)[CH2:5][S:4][C:1](=[O:3])[CH3:2])[C:20]1[CH:25]=[CH:24][CH:23]=[CH:22][CH:21]=1. Procedure details: Using the procedure described in Example 60, but starting with 3-acetylthio-2-(1-indanyl)propanoic acid and alanine benzyl ester, N-[3-acetylthio-2-(1-indanyl)-1-oxopropyl)alanine benzyl ester is obtained in a 72% yield in the form of a white solid, having the following characteristics: m.p.: 95° C.; Rf =0.17 [cyclohexane/ethyl acetate (4:1 by volume)]. Conditions: temperature 50 celsius, time 30 minute. Run in C(C)(=O)OCC (Ethyl acetate), O1CCOCC1 (dioxane). Reactants: Cl (hydrochloric acid), CO (methanol), [OH-].[Na+] (sodium hydroxide), C1(=CC=CC=C1)C1=CC(=C(C(=O)OC(C)(C)C)C=C1)NC(C1=CC=C(C=C1)N1C=CC=C1)=O (tert-butyl 4-phenyl-2-(4-(1H-pyrrol-1-yl)benzamido)benzoate). Product: C1(=CC=CC=C1)C1=CC(=C(C(=O)O)C=C1)NC(C1=CC=C(C=C1)N1C=CC=C1)=O (4-phenyl-2-(4-(1H-pyrrol-1-yl)benzamido)benzoic acid). Yield: 86.0%. Procedure: 1.0 mL of methanol and 0.5 mL of 2.0 mol/L aqueous sodium hydroxide were added to 1.0 mL of dioxane solution containing 20 mg of tert-butyl 4-phenyl-2-(4-(1H-pyrrol-1-yl)benzamido)benzoate at room temperature and stirred at 50° C. for 30 minutes. Ethyl acetate and 1.0 mol/L hydrochloric acid were added after the reaction mixture was cooled to room temperature. The organic layer was separated and dried over anhydrous magnesium sulfate after washed with a saturated sodium chloride aqueous solution... RXN SMILES: CO.[OH-].[Na+].[C:5]1([C:11]2[CH:23]=[CH:22][C:14]([C:15]([O:17]C(C)(C)C)=[O:16])=[C:13]([NH:24][C:25](=[O:37])[C:26]3[CH:31]=[CH:30][C:29]([N:32]4[CH:36]=[CH:35][CH:34]=[CH:33]4)=[CH:28][CH:27]=3)[CH:12]=2)[CH:10]=[CH:9][CH:8]=[CH:7][CH:6]=1.Cl>C(OCC)(=O)C.O1CCOCC1>[C:5]1([C:11]2[CH:23]=[CH:22][C:14]([C:15]([OH:17])=[O:16])=[C:13]([NH:24][C:25](=[O:37])[C:26]3[CH:31]=[CH:30][C:29]([N:32]4[CH:33]=[CH:34][CH:35]=[CH:36]4)=[CH:28][CH:27]=3)[CH:12]=2)[CH:6]=[CH:7][CH:8]=[CH:9][CH:10]=1 |f:1.2|. Starting materials: NC=1C=C(C=C(C1)S(F)(F)(F)(F)F)C(C)=O (1-[3-Amino-5-(pentafluorosulfanyl)phenyl]ethanone), N(=O)[O-].[Na+] (sodium nitrite). Solvent: S(O)(O)(=O)=O (sulfuric acid), O (water). Run at temperature -5 celsius, time 40 minute. Product: OC=1C=C(C=C(C1)S(F)(F)(F)(F)F)C(C)=O (1-[3-Hydroxy-5-(pentafluorosulfanyl)phenyl]ethanone). Isolated yield 54.7%. As a reaction SMILES: N[C:2]1[CH:3]=[C:4]([C:14](=[O:16])[CH3:15])[CH:5]=[C:6]([S:8]([F:13])([F:12])([F:11])([F:10])[F:9])[CH:7]=1.N([O-])=[O:18].[Na+]>S(=O)(=O)(O)O.O>[OH:18][C:2]1[CH:3]=[C:4]([C:14](=[O:16])[CH3:15])[CH:5]=[C:6]([S:8]([F:13])([F:12])([F:11])([F:10])[F:9])[CH:7]=1 |f:1.2|. Procedure: 1-[3-Amino-5-(pentafluorosulfanyl)phenyl]ethanone (O4.050; 3.00 g) was dissolved in 35% aqueous sulfuric acid (25 ml) while heating. The solution was cooled to −5° C. and a solution of sodium nitrite (780 mg) in 15 ml of water was added dropwise within 10 min. After 40 min at −5° C., the cooling bath was removed and the mixture was heated to 100° C. for 2 h. After cooling, the mixture was extracted twice with EA. The combined EA phases were washed with saturated sodium hydrogencarbonate solution... The reactants are C(=O)(O)[O-].[Na+] (NaHCO3), ClC(=O)OCC1=CC=CC=C1 (benzyl chloroformate), CC(=O)C1=CC=C(C=C1)N (4-aminoacetophenone). The solvent is O (water), O1CCOCC1 (dioxane). Reaction conditions: time 4 hour. Product: C(C1=CC=CC=C1)OC(NC1=CC=C(C=C1)C(C)=O)=O ((4-Acetyl-phenyl)-carbamic acid benzyl ester). Yield: 97.9%. Reaction SMILES: [CH3:1][C:2]([C:4]1[CH:9]=[CH:8][C:7]([NH2:10])=[CH:6][CH:5]=1)=[O:3].C([O-])(O)=O.[Na+].Cl[C:17]([O:19][CH2:20][C:21]1[CH:26]=[CH:25][CH:24]=[CH:23][CH:22]=1)=[O:18]>O.O1CCOCC1>[CH2:20]([O:19][C:17](=[O:18])[NH:10][C:7]1[CH:8]=[CH:9][C:4]([C:2](=[O:3])[CH3:1])=[CH:5][CH:6]=1)[C:21]1[CH:26]=[CH:25][CH:24]=[CH:23][CH:22]=1 |f:1.2|. Procedure details: To a stirred solution of 10 g of 4-aminoacetophenone (74 mmol, 1 eq) in a mixture of 60 ml of water and 100 ml of dioxane at 0° C., 12.43 g of NaHCO3 (148 mmol, 2 eq) and 15.3 g of benzyl chloroformate (85 mmol, 1.15 eq, purity 95%) are added. The mixture is stirred at room temperature for 4 h and then concentrated under reduced pressure to remove the dioxane. The suspension is diluted with 70 ml of water and 150 ml of ethyl acetate. The phases are separated and the organic layer is washed with ... Procedure: Dissolve sodium (2 g) in 400 ml ethanol and add diethyl acetamidomalonate (10.4 g). Stir 5 minutes, add diphenyl bromomethane (12.4 g), and stir 7 hours at room temperature. Acidify the reaction mixture, partition between water and methylene chloride (CH2Cl2), dry the organic layer over magnesium sulfate (MgSO4), filter, and evaporate the solvent to obtain the crude title compound as a pale yellow oil. Rf (silica gel; Et2O)=0.89. The product is C(C)(=O)NC(C(=O)OCC)(C(=O)OCC)C(C1=CC=CC=C1)C1=CC=CC=C1 (Diethyl 2-Acetamido-2-(Diphenylmethyl)Malonate). Reactants: C(C)(=O)NC(C(=O)OCC)C(=O)OCC (diethyl acetamidomalonate), [Na] (sodium), C1(=CC=CC=C1)C(Br)C1=CC=CC=C1 (diphenyl bromomethane). Solvent: C(C)O (ethanol). Conditions: time 5 minute. As a reaction SMILES: [Na].[C:2]([NH:5][CH:6]([C:12]([O:14][CH2:15][CH3:16])=[O:13])[C:7]([O:9][CH2:10][CH3:11])=[O:8])(=[O:4])[CH3:3].[C:17]1([CH:23]([C:25]2[CH:30]=[CH:29][CH:28]=[CH:27][CH:26]=2)Br)[CH:22]=[CH:21][CH:20]=[CH:19][CH:18]=1>C(O)C>[C:2]([NH:5][C:6]([CH:23]([C:17]1[CH:22]=[CH:21][CH:20]=[CH:19][CH:18]=1)[C:25]1[CH:30]=[CH:29][CH:28]=[CH:27][CH:26]=1)([C:12]([O:14][CH2:15][CH3:16])=[O:13])[C:7]([O:9][CH2:10][CH3:11])=[O:8])(=[O:4])[CH3:3] |^1:0|. Reactants: CCN=C=NCCCN(C)C, CN(C)C=O, CCN(C(C)C)C(C)C, O=C(O)CNC(=O)C(Cc1ccccn1)NC(=O)C=Cc1ccc(Cl)cc1, Clc1cnc(OC2CCNCC2)c(Cl)c1, Cl, Cl, Cl, On1nnc2ccccc21. RXN SMILES: [CH3:56][N:57]([CH3:58])[CH2:59][CH2:60][CH2:61][N:62]=[C:63]=[N:64][CH2:65][CH3:66].[CH3:76][N:77]([CH3:78])[CH:79]=[O:80].[CH:67]([N:68]([CH2:69][CH3:70])[CH:71]([CH3:72])[CH3:73])([CH3:74])[CH3:75].[Cl:1][c:2]1[cH:3][cH:4][c:5]([CH:8]=[CH:9][C:10](=[O:11])[NH:12][CH:13]([C:14](=[O:15])[NH:16][CH2:17][C:18](=[O:19])[OH:20])[CH2:21][c:22]2[n:23][cH:24][cH:25][cH:26][cH:27]2)[cH:6][cH:7]1.[Cl:30][c:31]1[c:32]([O:38][CH:39]2[CH2:40][CH2:41][NH:42][CH2:43][CH2:44]2)[n:33][cH:34][c:35]([Cl:37])[cH:36]1.[ClH:28].[ClH:29].[ClH:55].[OH:45][n:46]1[c:47]2[cH:48][cH:49][cH:50][cH:51][c:52]2[n:53][n:54]1>>[Cl:1][c:2]1[cH:3][cH:4][c:5]([CH:8]=[CH:9][C:10](=[O:11])[NH:12][CH:13]([C:14](=[O:15])[NH:16][CH2:17][C:18](=[O:20])[N:42]2[CH2:41][CH2:40][CH:39]([O:38][c:32]3[c:31]([Cl:30])[cH:36][c:35]([Cl:37])[cH:34][n:33]3)[CH2:44][CH2:43]2)[CH2:21][c:22]2[n:23][cH:24][cH:25][cH:26][cH:27]2)[cH:6][cH:7]1. Yields the product O=C(C=Cc1ccc(Cl)cc1)NC(Cc1ccccn1)C(=O)NCC(=O)N1CCC(Oc2ncc(Cl)cc2Cl)CC1.